This data is from the Open Reaction Database (ORD), a public repository of structured organic reaction records. The task is: describe an organic reaction: reactants, conditions, products, and yield The reactants are COC(=O)c1ccccc1CBr, Oc1ccc(Br)cc1, O=C([O-])[O-], [K+], [K+], CN(C)C=O, O. The product is COC(=O)c1ccccc1COc1ccc(Br)cc1. Reaction SMILES: [Br:20][CH2:21][c:22]1[c:23]([C:24](=[O:25])[O:26][CH3:27])[cH:28][cH:29][cH:30][cH:31]1.[Br:7][c:8]1[cH:9][cH:10][c:11]([OH:14])[cH:12][cH:13]1.[C:1](=[O:2])([O-:3])[O-:4].[K+:5].[K+:6].[O:15]=[CH:16][N:17]([CH3:18])[CH3:19].[OH2:32]>>[Br:7][c:8]1[cH:9][cH:10][c:11]([O:14][CH2:21][c:22]2[c:23]([C:24](=[O:25])[O:26][CH3:27])[cH:28][cH:29][cH:30][cH:31]2)[cH:12][cH:13]1. Reactants: CC(C)CC(=O)CC(=O)CC(C)C, CCOC(=O)CBr, [H-], [Na+], c1ccccc1. The product is CCOC(=O)CC(C(=O)CC(C)C)C(=O)CC(C)C. As a reaction SMILES: [C:1]([CH2:2][CH:3]([CH3:4])[CH3:5])(=[O:6])[CH2:7][C:8]([CH2:9][CH:10]([CH3:11])[CH3:12])=[O:13].[CH2:16]([CH3:17])[O:18][C:19]([CH2:20][Br:21])=[O:22].[H-:14].[Na+:15].[cH:23]1[cH:24][cH:25][cH:26][cH:27][cH:28]1>>[C:1]([CH2:2][CH:3]([CH3:4])[CH3:5])(=[O:6])[CH:7]([C:8]([CH2:9][CH:10]([CH3:11])[CH3:12])=[O:13])[CH2:20][C:19]([O:18][CH2:16][CH3:17])=[O:22].